From a dataset of the Open Reaction Database (ORD), a public repository of structured organic reaction records. describe an organic reaction: reactants, conditions, products, and yield Starting materials: CC(=O)Nc1cccc2c(Oc3cc(N(C(=O)[O-])C(C)(C)C)ccc3C)ccnc12, ClCCl, [Na+], [OH-], O=C(O)C(F)(F)F. Yields the product CC(=O)Nc1cccc2c(Oc3cc(N)ccc3C)ccnc12. RXN SMILES: [C:1]([CH3:2])(=[O:3])[NH:4][c:5]1[cH:6][cH:7][cH:8][c:9]2[c:10]([O:15][c:16]3[cH:17][c:18]([N:23]([C:24]([CH3:25])([CH3:26])[CH3:27])[C:28](=[O:29])[O-:30])[cH:19][cH:20][c:21]3[CH3:22])[cH:11][cH:12][n:13][c:14]12.[Cl:33][CH2:34][Cl:35].[Na+:32].[OH-:31].[OH:36][C:37]([C:38]([F:39])([F:40])[F:41])=[O:42]>>[C:1]([CH3:2])(=[O:3])[NH:4][c:5]1[cH:6][cH:7][cH:8][c:9]2[c:10]([O:15][c:16]3[cH:17][c:18]([NH2:23])[cH:19][cH:20][c:21]3[CH3:22])[cH:11][cH:12][n:13][c:14]12. Reactants: C1(=CC=CC=C1)C1CN(C2=CC=CC=C12)C(=O)C1CC2=C(N=CN2)CC1 (5-[(3-phenylindolin-1-yl)carbonyl]-4,5,6,7-tetrahydrobenzimidazole), Cl (hydrogen chloride), CC(=O)C (acetone). Run in C(C)(=O)OCC (ethyl acetate), C(C)O (ethanol). The product is Cl.C1(=CC=CC=C1)C1CN(C2=CC=CC=C12)C(=O)C1CC2=C(N=CN2)CC1 (5-[(3-phenylindolin-1-yl)carbonyl]-4,5,6,7-tetrahydrobenzimidazole hydrochloride). RXN SMILES: [C:1]1([CH:7]2[C:15]3[C:10](=[CH:11][CH:12]=[CH:13][CH:14]=3)[N:9]([C:16]([CH:18]3[CH2:26][CH2:25][C:21]4[N:22]=[CH:23][NH:24][C:20]=4[CH2:19]3)=[O:17])[CH2:8]2)[CH:6]=[CH:5][CH:4]=[CH:3][CH:2]=1.[ClH:27].CC(C)=O>C(O)C.C(OCC)(=O)C>[ClH:27].[C:1]1([CH:7]2[C:15]3[C:10](=[CH:11][CH:12]=[CH:13][CH:14]=3)[N:9]([C:16]([CH:18]3[CH2:26][CH2:25][C:21]4[N:22]=[CH:23][NH:24][C:20]=4[CH2:19]3)=[O:17])[CH2:8]2)[CH:6]=[CH:5][CH:4]=[CH:3][CH:2]=1 |f:5.6|. Reported procedure: A 100 mg portion of the 5-[(3-phenylindolin-1-yl)carbonyl]-4,5,6,7-tetrahydrobenzimidazole produced in the preferred embodiment 3 was dissolved in 5 ml ethanol, and 0.5 ml of a 4N hydrogen chloride solution in ethyl acetate was added under ice cooling, after which concentration under reduced pressure gave an oily residue. Five ml of acetone was added to precipitate crystals which were collected by filtration. The crystals were dissolved in 1 ml of water and then reconcentrated under reduced pres... Reactants: N[C@H]1[C@H]([C@@H](O[C@@H]1C(=O)O)N1C2=NC=NC(=C2N=C1)NC(C1=CC=CC=C1)=O)O (3-amino-1-(6-benzoylamino-9H-purin-9-yl)-1,3-dideoxy-β-D-ribofuranuronic acid), O=C1OC(C(O1)=O)C1=CC=CC=C1 (2,4-dioxo-5-phenyl-1,3-dioxolane), C([C@H](O)C1=CC=CC=C1)(=O)O (D-mandelic acid). Product: C(C1=CC=CC=C1)(=O)NC1=C2N=CN(C2=NC=N1)[C@H]1[C@H](O)[C@@H]([C@H](O1)C(=O)O)NC([C@H](O)C1=CC=CC=C1)=O (1-(6-Benzoylamino-9H-purin-9-yl)-3-D-mandelylamino-1,3-dideoxy-β-D-ribofuranuronic acid). The yield is 74.1%. Reaction SMILES: [NH2:1][C@@H:2]1[C@@H:6]([C:7]([OH:9])=[O:8])[O:5][C@@H:4]([N:10]2[CH:18]=[N:17][C:16]3[C:11]2=[N:12][CH:13]=[N:14][C:15]=3[NH:19][C:20](=[O:27])[C:21]2[CH:26]=[CH:25][CH:24]=[CH:23][CH:22]=2)[C@@H:3]1[OH:28].O=C1[O:34][C:33](=O)[CH:32]([C:36]2[CH:41]=[CH:40][CH:39]=[CH:38][CH:37]=2)[O:31]1.C(O)(=O)[C@@H](C1C=CC=CC=1)O>>[C:20]([NH:19][C:15]1[N:14]=[CH:13][N:12]=[C:11]2[C:16]=1[N:17]=[CH:18][N:10]2[C@@H:4]1[O:5][C@H:6]([C:7]([OH:9])=[O:8])[C@@H:2]([NH:1][C:33](=[O:34])[C@@H:32]([C:36]2[CH:41]=[CH:40][CH:39]=[CH:38][CH:37]=2)[OH:31])[C@H:3]1[OH:28])(=[O:27])[C:21]1[CH:26]=[CH:25][CH:24]=[CH:23][CH:22]=1. Procedure details: 1-(6-Benzoylamino-9H-purin-9-yl)-3-D-mandelylamino-1,3-dideoxy-β-D-ribofuranuronic acid (300 mg) was prepared by reacting 1-(6-benzoylamino-9H-purin-9-yl)-1,3-dideoxy-3-amino-β-D-ribofuranuronic acid (300 mg) prepared in Example 1 with 2,4-dioxo-5-phenyl-1,3-dioxolane (253 mg), prepared from D-mandelic acid, according to a similar manner to that of Example 5, mp. 223°-227° C. (dec.).